From a dataset of the Open Reaction Database (ORD), a public repository of structured organic reaction records. describe an organic reaction: reactants, conditions, products, and yield The product is CN(C)c1cc(Nc2ccc(Cl)c(Cl)c2)nc(N2CCN(Cc3ccccc3)CC2)n1. Reactants: CN(C)c1cc(Cl)nc(N2CCN(Cc3ccccc3)CC2)n1, CC(C)(C)[O-], Nc1ccc(Cl)c(Cl)c1, [K+], C1COCCO1. As a reaction SMILES: [CH2:7]([c:8]1[cH:9][cH:10][cH:11][cH:12][cH:13]1)[N:14]1[CH2:15][CH2:16][N:17]([c:20]2[n:21][c:22]([Cl:29])[cH:23][c:24]([N:26]([CH3:27])[CH3:28])[n:25]2)[CH2:18][CH2:19]1.[CH3:1][C:2]([CH3:3])([O-:4])[CH3:5].[Cl:30][c:31]1[cH:32][c:33]([NH2:34])[cH:35][cH:36][c:37]1[Cl:38].[K+:6].[O:39]1[CH2:40][CH2:41][O:42][CH2:43][CH2:44]1>>[CH2:7]([c:8]1[cH:9][cH:10][cH:11][cH:12][cH:13]1)[N:14]1[CH2:15][CH2:16][N:17]([c:20]2[n:21][c:22]([NH:34][c:33]3[cH:32][c:31]([Cl:30])[c:37]([Cl:38])[cH:36][cH:35]3)[cH:23][c:24]([N:26]([CH3:27])[CH3:28])[n:25]2)[CH2:18][CH2:19]1. Starting materials: C(C1=CC=CC=C1)OC(=O)N[C@@H](C)C(=O)O (Benzyloxycarbonyl-L-alanine), CC(C)=C (isobutylene), CC(C)=C (Isobutylene), C(=O)=O (dry-ice). Run in C(Cl)Cl (methylene chloride), S(O)(O)(=O)=O (sulfuric acid). Run at time 8 hour. Yields the product C(C)(C)(C)OC([C@@H](NC(=O)OCC1=CC=CC=C1)C)=O (benzyloxycarbonyl-L-alanine t-butyl ester). As a reaction SMILES: [CH2:1]([O:8][C:9]([NH:11][C@H:12]([C:14]([OH:16])=[O:15])[CH3:13])=[O:10])[C:2]1[CH:7]=[CH:6][CH:5]=[CH:4][CH:3]=1.[CH3:17][C:18](=[CH2:20])[CH3:19].C(=O)=O>C(Cl)Cl.S(=O)(=O)(O)O>[C:18]([O:15][C:14](=[O:16])[C@H:12]([CH3:13])[NH:11][C:9]([O:8][CH2:1][C:2]1[CH:3]=[CH:4][CH:5]=[CH:6][CH:7]=1)=[O:10])([CH3:20])([CH3:19])[CH3:17]. Reported procedure: Benzyloxycarbonyl-L-alanine (15.0 g) (67.2 mmol) was dissolved in methylene chloride with about 1 mL of concentrated sulfuric acid. Isobutylene was added via a dry-ice, cold finger trap. The solution was allowed to warm to room temperature and left stirring overnight. The solution was charged with isobutylene again and left stirring overnight. The solution was extracted with 0.8N aqueous sodium bicarbonate, dried over anhydrous magnesium sulfate, filtered and evaporated under vacuum to give benz... Starting materials: [BH4-], CO, CCOC(=O)C(C)(C)Oc1cccc2c1CC(=CCCN1CCC(O)(c3ccc(Cl)cc3)CC1)c1cccnc1O2, [Na+]. Product: CC(C)(CO)Oc1cccc2c1CC(=CCCN1CCC(O)(c3ccc(Cl)cc3)CC1)c1cccnc1O2. RXN SMILES: [BH4-:42].[CH3:44][OH:45].[Cl:1][c:2]1[cH:3][cH:4][c:5]([C:8]2([OH:41])[CH2:9][CH2:10][N:11]([CH2:14][CH2:15][CH:16]=[C:17]3[CH2:18][c:19]4[c:20]([cH:28][cH:29][cH:30][c:31]4[O:32][C:33]([CH3:34])([CH3:35])[C:36](=[O:37])[O:38][CH2:39][CH3:40])[O:21][c:22]4[n:23][cH:24][cH:25][cH:26][c:27]43)[CH2:12][CH2:13]2)[cH:6][cH:7]1.[Na+:43]>>[Cl:1][c:2]1[cH:3][cH:4][c:5]([C:8]2([OH:41])[CH2:9][CH2:10][N:11]([CH2:14][CH2:15][CH:16]=[C:17]3[CH2:18][c:19]4[c:20]([cH:28][cH:29][cH:30][c:31]4[O:32][C:33]([CH3:34])([CH3:35])[CH2:36][OH:37])[O:21][c:22]4[n:23][cH:24][cH:25][cH:26][c:27]43)[CH2:12][CH2:13]2)[cH:6][cH:7]1.